This data is from the Open Reaction Database (ORD), a public repository of structured organic reaction records. The task is: describe an organic reaction: reactants, conditions, products, and yield Reactants: (Z)-[1,2-bis(benzoyloxymethyl)] cyclopropylmethyl p-toluenesulfonate, N1=CN=C2N=CNC2=C1N (adenine), CCCCCC (hexane), [H-].[Na+] (sodium hydride). The solvent is CN(C=O)C (dimethylformamide), CN(C=O)C (dimethylformamide). Reaction conditions: time 20 minute. The product is CC1=NC(=C2NC=NC2=N1)N (methyladenine), (±)7-[1'α2'β-bis-(benzoyloxymethyl) cyclopropan-1'β-yl] methyladenine. As a reaction SMILES: [H-].[Na+].[N:3]1[C:11]([NH2:12])=[C:10]2[C:6]([N:7]=[CH:8][NH:9]2)=[N:5][CH:4]=1.[CH3:13]CCCCC>CN(C)C=O>[CH3:13][C:4]1[N:5]=[C:6]2[C:10]([NH:9][CH:8]=[N:7]2)=[C:11]([NH2:12])[N:3]=1 |f:0.1|. Procedure details: To a suspension of 114 mg (2.85 mmol) of 60% sodium hydride (previously washed with hexane) in 18 ml of anhydrous dimethylformamide 386 mg (2.85 mmol) of adenine was added, and the mixture was stirred for 20 minutes at room temperature. Then, 1.18 g (2.38 mmol) of (Z)-[1,2-bis(benzoyloxymethyl)] cyclopropylmethyl p-toluenesulfonate obtained in Example 1 in 6 ml of anhydrous dimethylformamide was added and the mixture was stirred for 3 hours at 60° C. The solvent was distilled off, and dichlorome...